Dataset: the Open Reaction Database (ORD), a public repository of structured organic reaction records. Task: describe an organic reaction: reactants, conditions, products, and yield Starting materials: CC1(C(N(C(N1)=O)C1=CC(=C(C=C1)SC)C(F)(F)F)=O)C (5,5-dimethyl-3-(4-methylsulfanyl-3-trifluoromethylphenyl)-imidazolidine-2,4-dione), BrC1=C(CBr)C=CC=C1 (2-bromobenzyl bromide). Yields the product BrC1=C(CN2C(N(C(C2(C)C)=O)C2=CC(=C(C=C2)SC)C(F)(F)F)=O)C=CC=C1 (1-(2-bromobenzyl)-5,5-dimethyl-3-(4-methylsulfanyl-3-trifluoromethylphenyl)imidazolidine-2,4-dione). As a reaction SMILES: [CH3:1][C:2]1([CH3:21])[NH:6][C:5](=[O:7])[N:4]([C:8]2[CH:13]=[CH:12][C:11]([S:14][CH3:15])=[C:10]([C:16]([F:19])([F:18])[F:17])[CH:9]=2)[C:3]1=[O:20].[Br:22][C:23]1[CH:30]=[CH:29][CH:28]=[CH:27][C:24]=1[CH2:25]Br>>[Br:22][C:23]1[CH:30]=[CH:29][CH:28]=[CH:27][C:24]=1[CH2:25][N:6]1[C:2]([CH3:21])([CH3:1])[C:3](=[O:20])[N:4]([C:8]2[CH:13]=[CH:12][C:11]([S:14][CH3:15])=[C:10]([C:16]([F:19])([F:18])[F:17])[CH:9]=2)[C:5]1=[O:7]. Procedure details: The reaction of 114.1 with 2-bromobenzyl bromide afforded 1-(2-bromobenzyl)-5,5-dimethyl-3-(4-methylsulfanyl-3-trifluoromethylphenyl)imidazolidine-2,4-dione (115.2). The further reaction with methyl 4-aminobenzoate under conditions as described for the preparation of compound I afforded methyl 4-{2-[5,5-dimethyl-3-(4-methylsulfanyl-3-trifluoromethylphenyl)-2,4-dioxoimidazolidin-1-ylmethyl]phenylamino}benzoate; molecular weight 557.15 (C28H26F3N3O4S); retention time Rt=2.22 min. [B]; MS (ESI): 55... Starting materials: crude solution, intermediate 17, ClC=1C=C(C=CC1CN1CCCC1)C1(CC(C1)C(=O)O)O (3-(3-chloro-4-((pyrrolidin-1-yl)methyl)phenyl)-3-hydroxycyclobutanecarboxylic acid), CN (methylamine), C(CC)P1(OP(OP(O1)(=O)CCC)(=O)CCC)=O (T3P), [OH-].[Na+] (NaOH). Solvent: CCOC(=O)C (EtOAc). Conditions: time 1 hour. Yields the product CNC(=O)C1CC(C1)(O)C1=CC(=C(C=C1)CN1CCCC1)Cl (3-(3-Chloro-4-pyrrolidin-1-ylmethyl-phenyl)-3-hydroxy-cyclobutanecarboxylic acid methylamide). The yield is 48.2%. RXN SMILES: [Cl:1][C:2]1[CH:3]=[C:4]([C:14]2([OH:21])[CH2:17][CH:16]([C:18](O)=[O:19])[CH2:15]2)[CH:5]=[CH:6][C:7]=1[CH2:8][N:9]1[CH2:13][CH2:12][CH2:11][CH2:10]1.[CH3:22][NH2:23].C(P1(=O)OP(CCC)(=O)OP(CCC)(=O)O1)CC.[OH-].[Na+]>CCOC(C)=O>[CH3:22][NH:23][C:18]([CH:16]1[CH2:17][C:14]([C:4]2[CH:5]=[CH:6][C:7]([CH2:8][N:9]3[CH2:13][CH2:12][CH2:11][CH2:10]3)=[C:2]([Cl:1])[CH:3]=2)([OH:21])[CH2:15]1)=[O:19] |f:3.4|. Procedure details: To a crude solution of intermediate 17, 3-(3-chloro-4-((pyrrolidin-1-yl)methyl)phenyl)-3-hydroxycyclobutanecarboxylic acid (˜666 mL, ˜121.5 mmol) was added 2.0 M methylamine (95 mL, 190 mmol, in THF) and T3P (50 wt % solution in EtOAc, 96.6 mL, 152 mmol). The resulting reaction mixture was stirred at RT for 1 hr and then 300 ml of 1N NaOH and 400 mL of EtOAc were added and the layers were separated. The aqueous layer was subjected to EtOAc extraction (2×500 ml) again and the combined organic lay...